From a dataset of the Open Reaction Database (ORD), a public repository of structured organic reaction records. describe an organic reaction: reactants, conditions, products, and yield Reactants: ice water, crude product, BrC1=CC(=C(C(=C1)C)O)CC (4-bromo-2-ethyl-6-methylphenol), C(C1=CC=CC=C1)Br (benzyl bromide), C([O-])([O-])=O.[K+].[K+] (potassium carbonate). Solvent: CN(C=O)C (N,N-dimethylformamide). Product: BrC1=CC(=C(C(=C1)C)OCC1=CC=CC=C1)CC (4-bromo-2-ethyl-6-methyl-1-benzyloxybenzene). The yield is 96.5%. RXN SMILES: [Br:1][C:2]1[CH:7]=[C:6]([CH3:8])[C:5]([OH:9])=[C:4]([CH2:10][CH3:11])[CH:3]=1.[CH2:12](Br)[C:13]1[CH:18]=[CH:17][CH:16]=[CH:15][CH:14]=1.C(=O)([O-])[O-].[K+].[K+]>CN(C)C=O>[Br:1][C:2]1[CH:7]=[C:6]([CH3:8])[C:5]([O:9][CH2:12][C:13]2[CH:18]=[CH:17][CH:16]=[CH:15][CH:14]=2)=[C:4]([CH2:10][CH3:11])[CH:3]=1 |f:2.3.4|. Procedure details: To a mixture of 26 g of 4-bromo-2-ethyl-6-methylphenol, 24.8 g of benzyl bromide and 200 ml of N,N-dimethylformamide was added 21.7 g of potassium carbonate, while stirring at room temperature. After stirring at room temperature for 24 hours, the reaction mixture was poured into ice water, and extracted twice with 500 ml of diethyl ether. The diethyl ether layers were combined, washed with water, dried over anhydrous magnesium sulfate, and then concentrated to give a crude product. The crude pro... Starting materials: CCOC(C)=O, O=C=Nc1cc(C(F)(F)F)cc(C(F)(F)F)c1, Nc1nc(-c2ccc(Cl)cc2)cs1. Yields the product O=C(Nc1cc(C(F)(F)F)cc(C(F)(F)F)c1)Nc1nc(-c2ccc(Cl)cc2)cs1. Reaction SMILES: [CH3:31][CH2:32][O:33][C:34](=[O:35])[CH3:36].[F:14][C:15]([c:16]1[cH:17][c:18]([N:26]=[C:27]=[O:28])[cH:19][c:20]([C:22]([F:23])([F:24])[F:25])[cH:21]1)([F:29])[F:30].[NH2:1][c:2]1[s:3][cH:4][c:5](-[c:7]2[cH:8][cH:9][c:10]([Cl:13])[cH:11][cH:12]2)[n:6]1>>[NH:1]([c:2]1[s:3][cH:4][c:5](-[c:7]2[cH:8][cH:9][c:10]([Cl:13])[cH:11][cH:12]2)[n:6]1)[C:27]([NH:26][c:18]1[cH:17][c:16]([C:15]([F:14])([F:29])[F:30])[cH:21][c:20]([C:22]([F:23])([F:24])[F:25])[cH:19]1)=[O:28]. Run in O (water). The reactants are C(C)OC(=O)C1(OC(=O)C2=CC=CC=C2C1(O)C1=CC=C(C=C1)F)C(=O)OCC (3,3-bis(ethoxycarbonyl)-4-(4-fluorophenyl)-4-hydroxy-3,4-dihydroisocoumarin), C(C)(=O)O (acetic acid), Cl (hydrochloric acid). Reported procedure: A stirred mixture of 3,3-bis(ethoxycarbonyl)-4-(4-fluorophenyl)-4-hydroxy-3,4-dihydroisocoumarin (3.85 g), glacial acetic acid (40 ml) and concentrated hydrochloric acid (40 ml) was heated at reflux for 2 hours. The mixture was then cooled and poured onto a mixture of ice and water (200 ml), and the resulting solid was filtered off and washed with water, to give 4-(4-fluorophenyl)isocoumarin-3-carboxylic acid (2.65 g) in the form of a white powder, m.p.218°-220° C. [Elemental analysis: C,67.4; H... As a reaction SMILES: C([O:3][C:4]([C:6]1(C(OCC)=O)[C:16]([C:18]2[CH:23]=[CH:22][C:21]([F:24])=[CH:20][CH:19]=2)(O)[C:15]2[C:10](=[CH:11][CH:12]=[CH:13][CH:14]=2)[C:8](=[O:9])[O:7]1)=[O:5])C.C(O)(=O)C.Cl>O>[F:24][C:21]1[CH:20]=[CH:19][C:18]([C:16]2[C:15]3[C:10](=[CH:11][CH:12]=[CH:13][CH:14]=3)[C:8](=[O:9])[O:7][C:6]=2[C:4]([OH:5])=[O:3])=[CH:23][CH:22]=1. Isolated yield 97.4%. Product: FC1=CC=C(C=C1)C1=C(OC(=O)C2=CC=CC=C12)C(=O)O (4-(4-fluorophenyl)isocoumarin-3-carboxylic acid).